Dataset: the Open Reaction Database (ORD), a public repository of structured organic reaction records. Task: describe an organic reaction: reactants, conditions, products, and yield Reactants: CCOC(C)=O, CC(C)O, Cl, C1CCOC1, CCOC(=O)C1=C(C(OCC)OCC)NC(C(F)(F)F)=C(C(=O)OCC)C1c1cccc2nonc12. Product: CCOC(=O)C1=C(C=O)NC(C(F)(F)F)=C(C(=O)OCC)C1c1cccc2nonc12. RXN SMILES: [CH3:38][CH2:39][O:40][C:41](=[O:42])[CH3:43].[CH3:44][CH:45]([OH:46])[CH3:47].[ClH:37].[O:48]1[CH2:49][CH2:50][CH2:51][CH2:52]1.[n:1]1[c:2]2[c:3]([n:4][o:5]1)[c:6]([CH:10]1[C:11]([C:32](=[O:33])[O:34][CH2:35][CH3:36])=[C:12]([CH:25]([O:26][CH2:30][CH3:31])[O:27][CH2:28][CH3:29])[NH:13][C:14]([C:21]([F:22])([F:23])[F:24])=[C:15]1[C:16](=[O:17])[O:18][CH2:19][CH3:20])[cH:7][cH:8][cH:9]2>>[n:1]1[c:2]2[c:3]([n:4][o:5]1)[c:6]([CH:10]1[C:11]([C:32](=[O:33])[O:34][CH2:35][CH3:36])=[C:12]([CH:25]=[O:26])[NH:13][C:14]([C:21]([F:22])([F:23])[F:24])=[C:15]1[C:16](=[O:17])[O:18][CH2:19][CH3:20])[cH:7][cH:8][cH:9]2. The reactants are C(C)OC(=O)C=1C=NN(C1C)C1=NC=C(C(=C1)C)N (1-(5-Amino-4-methylpyridin-2-yl)-5-methyl-1H-pyrazole-4-carboxylic acid ethyl ester), [I-].[K+] (potassium iodide), C([O-])([O-])=O.[Na+].[Na+] (sodium carbonate), N(=O)[O-].[Na+] (sodium nitrite). The solvent is O (water), S(O)(O)(=O)=O (sulfuric acid). Yields the product C(C)OC(=O)C=1C=NN(C1C)C1=NC=C(C(=C1)C)I (1-(5-iodo-4-methylpyridin-2-yl)-5-methyl-1H-pyrazole-4-carboxylic acid ethyl ester). The yield is 81.3%. RXN SMILES: [CH2:1]([O:3][C:4]([C:6]1[CH:7]=[N:8][N:9]([C:12]2[CH:17]=[C:16]([CH3:18])[C:15](N)=[CH:14][N:13]=2)[C:10]=1[CH3:11])=[O:5])[CH3:2].N([O-])=O.[Na+].[I-:24].[K+].C(=O)([O-])[O-].[Na+].[Na+]>S(=O)(=O)(O)O.O>[CH2:1]([O:3][C:4]([C:6]1[CH:7]=[N:8][N:9]([C:12]2[CH:17]=[C:16]([CH3:18])[C:15]([I:24])=[CH:14][N:13]=2)[C:10]=1[CH3:11])=[O:5])[CH3:2] |f:1.2,3.4,5.6.7|. Procedure details: 1-(5-Amino-4-methylpyridin-2-yl)-5-methyl-1H-pyrazole-4-carboxylic acid ethyl ester (1.0 g) was suspended in 20% (v/v) sulfuric acid aqueous solution (75 ml), sodium nitrite (318 mg) was added thereto little by little under ice-cooling with stirring, and then stirred for 40 minutes under ice-cooling. Then, potassium iodide (1.27 g) was dissolved in water (12 ml), and the obtained aqueous solution was slowly added dropwise to the reaction solution under ice-cooling with stirring. After the comple...